This data is from the Open Reaction Database (ORD), a public repository of structured organic reaction records. The task is: describe an organic reaction: reactants, conditions, products, and yield Starting materials: O=C([O-])[O-], CCCCn1c(I)nc(-c2ccccc2)c1CO, NCc1ccc2c(c1)OCO2, CC#N, CCOC(C)=O, ClCCl, [K+], [K+], O=S(Cl)Cl. The product is CCCCn1c(I)nc(-c2ccccc2)c1CCl. Reaction SMILES: [C:34](=[O:35])([O-:36])[O-:37].[CH2:1]([CH2:2][CH2:3][CH3:4])[n:5]1[c:6]([I:18])[n:7][c:8](-[c:12]2[cH:13][cH:14][cH:15][cH:16][cH:17]2)[c:9]1[CH2:10][OH:11].[CH2:23]([NH2:24])[c:25]1[cH:26][cH:27][c:28]2[c:32]([cH:33]1)[O:31][CH2:30][O:29]2.[CH3:43][C:44]#[N:45].[CH3:46][CH2:47][O:48][C:49](=[O:50])[CH3:51].[Cl:40][CH2:41][Cl:42].[K+:38].[K+:39].[S:19]([Cl:20])([Cl:21])=[O:22]>>[CH2:1]([CH2:2][CH2:3][CH3:4])[n:5]1[c:6]([I:18])[n:7][c:8](-[c:12]2[cH:13][cH:14][cH:15][cH:16][cH:17]2)[c:9]1[CH2:10][Cl:21]. Reactants: [BH4-], CCO, CC(=O)Cn1nc([N+](=O)[O-])cc1C, [Na+]. Product: Cc1cc([N+](=O)[O-])nn1CC(C)O. RXN SMILES: [BH4-:14].[CH3:16][CH2:17][OH:18].[CH3:1][c:2]1[cH:3][c:4]([N+:11](=[O:12])[O-:13])[n:5][n:6]1[CH2:7][C:8]([CH3:9])=[O:10].[Na+:15]>>[CH3:1][c:2]1[cH:3][c:4]([N+:11](=[O:12])[O-:13])[n:5][n:6]1[CH2:7][CH:8]([CH3:9])[OH:10]. Reactants: COC=1C=C(C=C(C1OC)OC)NC=1N=NC(=CN1)C(C)NC(C1=CC=CC=C1)=O (N-(1-{3-[(3,4,5-trimethoxyphenyl)amino]-1,2,4-triazin-6-yl}ethyl)benzamide), P(=O)(Cl)(Cl)Cl (phosphorus oxychloride). Run in ClCCCl (1,2-dichloroethane). Yields the product CC=1N=C(N2N=C(N=CC21)NC2=CC(=C(C(=C2)OC)OC)OC)C2=CC=CC=C2 (5-methyl-7-phenyl-N-(3,4,5-trimethoxyphenyl)imidazo[5,1-f][1,2,4]triazin-2-amine). The yield is 9.4%. As a reaction SMILES: [CH3:1][O:2][C:3]1[CH:4]=[C:5]([NH:13][C:14]2[N:15]=[N:16][C:17]([CH:20]([NH:22][C:23](=O)[C:24]3[CH:29]=[CH:28][CH:27]=[CH:26][CH:25]=3)[CH3:21])=[CH:18][N:19]=2)[CH:6]=[C:7]([O:11][CH3:12])[C:8]=1[O:9][CH3:10].P(Cl)(Cl)(Cl)=O>ClCCCl>[CH3:21][C:20]1[N:22]=[C:23]([C:24]2[CH:29]=[CH:28][CH:27]=[CH:26][CH:25]=2)[N:16]2[C:17]=1[CH:18]=[N:19][C:14]([NH:13][C:5]1[CH:4]=[C:3]([O:2][CH3:1])[C:8]([O:9][CH3:10])=[C:7]([O:11][CH3:12])[CH:6]=1)=[N:15]2. Procedure details: To a solution of N-(1-{3-[(3,4,5-trimethoxyphenyl)amino]-1,2,4-triazin-6-yl}ethyl)benzamide (150 mg, 0.38 mmol) in 1,2-dichloroethane (10 mL) was added phosphorus oxychloride (0.28 mL, 3.0 mmol). The mixture was heated to reflux for 24 hours. After cooling to room temperature, the excess phosphorus oxychloride was quenched with water and silica gel (0.5 g) was added to the reaction mixture, followed by evaporation of the volatiles under reduced pressure. The pre-adsorbed solids were loaded into ... Starting materials: Cl.Cl.OC=1C=CC2=C(CCN(CC2)CC2=CC=CC=C2)N1 (2-hydroxy-7-benzyl-6,7,8,9-tetrahydro-5H-pyrido[2,3-d]azepine dihydrochloride), P(=O)(Cl)(Cl)Cl (phosphorus oxychloride). The product is ClC=1C=CC2=C(CCN(CC2)CC2=CC=CC=C2)N1 (2-Chloro-7-benzyl-6,7,8,9-tetrahydro-5H-pyrido[2,3-d]azepine). RXN SMILES: Cl.Cl.O[C:4]1[CH:5]=[CH:6][C:7]2[CH2:13][CH2:12][N:11]([CH2:14][C:15]3[CH:20]=[CH:19][CH:18]=[CH:17][CH:16]=3)[CH2:10][CH2:9][C:8]=2[N:21]=1.P(Cl)(Cl)([Cl:24])=O>>[Cl:24][C:4]1[CH:5]=[CH:6][C:7]2[CH2:13][CH2:12][N:11]([CH2:14][C:15]3[CH:20]=[CH:19][CH:18]=[CH:17][CH:16]=3)[CH2:10][CH2:9][C:8]=2[N:21]=1 |f:0.1.2|. Reported procedure: Prepared by reacting 2-hydroxy-7-benzyl-6,7,8,9-tetrahydro-5H-pyrido[2,3-d]azepine dihydrochloride with phosphorus oxychloride at 140° C.